Dataset: the Open Reaction Database (ORD), a public repository of structured organic reaction records. Task: describe an organic reaction: reactants, conditions, products, and yield Reactants: [Si](C)(C)(C(C)(C)C)OCCCO (3-t-butyldimethylsilyloxypropanol), C(Cl)Cl (CH2Cl2), [Cr](=O)(=O)([O-])Cl.[NH+]1=CC=CC=C1 (pyridinium chlorochromate). The solvent is CCOCC (ether). Reaction conditions: time 90 minute. Product: [Si](C)(C)(C(C)(C)C)OCCC=O (3-t-butyldimethylsilyloxypropanal). RXN SMILES: [Si:1]([O:8][CH2:9][CH2:10][CH2:11][OH:12])([C:4]([CH3:7])([CH3:6])[CH3:5])([CH3:3])[CH3:2].C(Cl)Cl.[Cr](Cl)([O-])(=O)=O.[NH+]1C=CC=CC=1>CCOCC>[Si:1]([O:8][CH2:9][CH2:10][CH:11]=[O:12])([C:4]([CH3:7])([CH3:6])[CH3:5])([CH3:3])[CH3:2] |f:2.3|. Procedure: To a 500 ml round bottom flask was introduced 5.23 g (27.5 mmol) of 3-t-butyldimethylsilyloxypropanol (prepared according to the method of McDougal et al, J. Org. Chem. 1986, 51, 3388), to which was added 175 ml CH2Cl2, and 8.13 g (36.4 mmol, 1.3 eq) of pyridinium chlorochromate. The reaction was stirred 90 minutes, diluted with ether, and filtered through Florisil™. The solvent was removed under reduced pressure and the residue was chromatographed on silica gel using 10% ether in hexane. This a... Reactants: COC(=O)c1cc(F)cc2c1CC(C)(C)C(c1cccc(N3CCOCC3)c1)N2, CO, Cl, [Na+], C1CCOC1, [OH-], O. Yields the product CC1(C)Cc2c(cc(F)cc2C(=O)O)NC1c1cccc(N2CCOCC2)c1. Reaction SMILES: [CH3:1][O:2][C:3](=[O:4])[c:5]1[c:6]2[c:11]([cH:12][c:13]([F:15])[cH:14]1)[NH:10][CH:9]([c:16]1[cH:17][c:18]([N:22]3[CH2:23][CH2:24][O:25][CH2:26][CH2:27]3)[cH:19][cH:20][cH:21]1)[C:8]([CH3:28])([CH3:29])[CH2:7]2.[CH3:33][OH:34].[ClH:32].[Na+:31].[O:35]1[CH2:36][CH2:37][CH2:38][CH2:39]1.[OH-:30].[OH2:40]>>[O:2]=[C:3]([OH:4])[c:5]1[c:6]2[c:11]([cH:12][c:13]([F:15])[cH:14]1)[NH:10][CH:9]([c:16]1[cH:17][c:18]([N:22]3[CH2:23][CH2:24][O:25][CH2:26][CH2:27]3)[cH:19][cH:20][cH:21]1)[C:8]([CH3:28])([CH3:29])[CH2:7]2. Reactants: COC1=C(C=CC(=C1)OC)C1=NNC2=C(C=CC=C12)F (3-(2,4-dimethoxyphenyl)-7-fluoro-1H-indazole), [H-].[Na+] (sodium hydride), ICCC (iodopropane). The product is COC1=C(C=CC(=C1)OC)C1=NN(C2=C(C=CC=C12)F)CCC (3-(2,4-dimethoxyphenyl)-7-fluoro-1-propyl-1H-indazole). The yield is 99.2%. RXN SMILES: [CH3:1][O:2][C:3]1[CH:8]=[C:7]([O:9][CH3:10])[CH:6]=[CH:5][C:4]=1[C:11]1[C:19]2[C:14](=[C:15]([F:20])[CH:16]=[CH:17][CH:18]=2)[NH:13][N:12]=1.[H-].[Na+].I[CH2:24][CH2:25][CH3:26]>>[CH3:1][O:2][C:3]1[CH:8]=[C:7]([O:9][CH3:10])[CH:6]=[CH:5][C:4]=1[C:11]1[C:19]2[C:14](=[C:15]([F:20])[CH:16]=[CH:17][CH:18]=2)[N:13]([CH2:24][CH2:25][CH3:26])[N:12]=1 |f:1.2|. Procedure: Prepared according to Method D step B from 3-(2,4-dimethoxyphenyl)-7-fluoro-1H-indazole (0.300 g, 1.10 mmol), sodium hydride (60% in oil, 0.058 g, 1.50 mmol) and iodopropane (0.195 mL, 2.00 mmol) to give the title compound (0.343 g) as a white solid.